From a dataset of the Open Reaction Database (ORD), a public repository of structured organic reaction records. describe an organic reaction: reactants, conditions, products, and yield Starting materials: (Ph3P)IrCl(CO), C[SiH](O[SiH](C)C)C (1,1,3,3-tetramethyldisiloxane), CC(CCC(=O)N1CCCCC1)(C)C (4,4-Dimethyl-1-piperidin-1-ylpentan-1-one). Run in C1(=CC=CC=C1)C (toluene). Run at time 3 hour. The product is CC(CC=CN1CCCCC1)(C)C (1-(4,4-Dimethyl-1-pentenyl)piperidine). The yield is 250.9%. Reaction SMILES: [CH3:1][C:2]([CH3:14])([CH3:13])[CH2:3][CH2:4][C:5]([N:7]1[CH2:12][CH2:11][CH2:10][CH2:9][CH2:8]1)=O.C[SiH](C)O[SiH](C)C>C1(C)C=CC=CC=1>[CH3:1][C:2]([CH3:14])([CH3:13])[CH2:3][CH:4]=[CH:5][N:7]1[CH2:12][CH2:11][CH2:10][CH2:9][CH2:8]1. Procedure details: 4,4-Dimethyl-1-piperidin-1-ylpentan-1-one (508 g) and toluene (1220 mL) were mixed. After an addition of (Ph3P)IrCl(CO) (802 mg) to the mixture, 1,1,3,3-tetramethyldisiloxane (795 mL) was added dropwise to the reaction under water-cooling. The mixture was stirred at RT for 3 hr, then concentrated in vacuo to give the title compound (1171 g) as a crude product. Reactants: [H-].[Na+] (Sodium hydride), O[C@@H]1C[C@H](C1)C(=O)NC1=NC=CC=C1 (trans-3-hydroxy-N-(pyridin-2-yl)cyclobutanecarboxamide), FC1=NC=CC=C1C1CCOCC1 (2-fluoro-3-(tetrahydro-2H-pyran-4-yl)pyridine). Solvent: CCOC(=O)C (EtOAc), CN(C)C=O (DMF). Run at time 1 hour. The product is N1=C(C=CC=C1)NC(=O)[C@@H]1C[C@H](C1)OC1=NC=CC=C1C1CCOCC1 (trans-N-(pyridin-2-yl)-3-(3-(tetrahydro-2H-pyran-4-yl)pyridin-2-yloxy)cyclobutanecarboxamide). RXN SMILES: [H-].[Na+].[OH:3][C@H:4]1[CH2:7][C@H:6]([C:8]([NH:10][C:11]2[CH:16]=[CH:15][CH:14]=[CH:13][N:12]=2)=[O:9])[CH2:5]1.F[C:18]1[C:23]([CH:24]2[CH2:29][CH2:28][O:27][CH2:26][CH2:25]2)=[CH:22][CH:21]=[CH:20][N:19]=1>CN(C=O)C.CCOC(C)=O>[N:12]1[CH:13]=[CH:14][CH:15]=[CH:16][C:11]=1[NH:10][C:8]([C@H:6]1[CH2:7][C@H:4]([O:3][C:18]2[C:23]([CH:24]3[CH2:29][CH2:28][O:27][CH2:26][CH2:25]3)=[CH:22][CH:21]=[CH:20][N:19]=2)[CH2:5]1)=[O:9] |f:0.1|. Procedure details: Sodium hydride (0.073 g, 1.8 mmol, 60% dispersion in mineral oil) was added to a stirred solution of trans-3-hydroxy-N-(pyridin-2-yl)cyclobutanecarboxamide (0.18 g, 0.92 mmol) in DMF (3.5 mL) under an argon atmosphere. The mixture was stirred at RT for 1 h. 2-fluoro-3-(tetrahydro-2H-pyran-4-yl)pyridine (0.17 g, 0.92 mmol) was added, and the reaction mixture was stirred at 60° C. for 18 h. The reaction mixture was diluted with EtOAc and washed with saturated ammonium chloride. The organic layer w... Reactants: CC[Zn]CC, Cc1ccccc1, CCCCCC, C=Cc1cccc(-n2cnc(CO)c2)c1, ICI. Product: OCc1cn(-c2cccc(C3CC3)c2)cn1. Reaction SMILES: [CH3:16][CH2:17][Zn:18][CH2:19][CH3:20].[CH3:24][c:25]1[cH:26][cH:27][cH:28][cH:29][cH:30]1.[CH3:31][CH2:32][CH2:33][CH2:34][CH2:35][CH3:36].[CH:1](=[CH2:2])[c:3]1[cH:4][c:5](-[n:9]2[cH:10][n:11][c:12]([CH2:14][OH:15])[cH:13]2)[cH:6][cH:7][cH:8]1.[I:21][CH2:22][I:23]>>[CH:1]1([c:3]2[cH:4][c:5](-[n:9]3[cH:10][n:11][c:12]([CH2:14][OH:15])[cH:13]3)[cH:6][cH:7][cH:8]2)[CH2:2][CH2:16]1. The reactants are COC(=O)C1OC(c2ccc(OC)cc2)N(C(=O)OC(C)(C)C)C1c1ccccc1, O=C([O-])[O-], CO, [K+], [K+], O. Product: COc1ccc(C2OC(C(=O)O)C(c3ccccc3)N2C(=O)OC(C)(C)C)cc1. RXN SMILES: [C:1]([CH3:2])([CH3:3])([CH3:4])[O:5][C:6](=[O:7])[N:8]1[CH:9]([c:23]2[cH:24][cH:25][c:26]([O:29][CH3:30])[cH:27][cH:28]2)[O:10][CH:11]([C:19](=[O:20])[O:21][CH3:22])[CH:12]1[c:13]1[cH:14][cH:15][cH:16][cH:17][cH:18]1.[C:32](=[O:33])([O-:34])[O-:35].[CH3:38][OH:39].[K+:36].[K+:37].[OH2:31]>>[C:1]([CH3:2])([CH3:3])([CH3:4])[O:5][C:6](=[O:7])[N:8]1[CH:9]([c:23]2[cH:24][cH:25][c:26]([O:29][CH3:30])[cH:27][cH:28]2)[O:10][CH:11]([C:19](=[O:20])[OH:21])[CH:12]1[c:13]1[cH:14][cH:15][cH:16][cH:17][cH:18]1. Starting materials: O=C(Cl)C(=O)Cl, ClCCl, COC(NC(=O)OCc1ccc([N+](=O)[O-])cc1)C(=O)[O-], [Na+], c1ccncc1. Product: COC(NC(=O)OCc1ccc([N+](=O)[O-])cc1)C(=O)Cl. RXN SMILES: [Cl:22][C:23]([C:24]([Cl:25])=[O:26])=[O:27].[Cl:34][CH2:35][Cl:36].[N+:1](=[O:2])([O-:3])[c:4]1[cH:5][cH:6][c:7]([CH2:8][O:9][C:10](=[O:11])[NH:12][CH:13]([C:14](=[O:15])[O-:16])[O:17][CH3:18])[cH:19][cH:20]1.[Na+:21].[cH:28]1[cH:29][cH:30][n:31][cH:32][cH:33]1>>[N+:1](=[O:2])([O-:3])[c:4]1[cH:5][cH:6][c:7]([CH2:8][O:9][C:10](=[O:11])[NH:12][CH:13]([C:14](=[O:15])[Cl:22])[O:17][CH3:18])[cH:19][cH:20]1. Reactants: S(=O)(Cl)Cl (thionyl chloride), C[Si](N(C(C(C(C(C(C(C(C(F)(F)F)(F)F)(F)F)(F)F)(F)F)(F)F)(F)F)=O)[Si](C)(C)C)(C)C (N,N-bis(trimethylsilyl)perfluorooctaneamide). The product is S(=O)=NC(C(C(C(C(C(C(C(F)(F)F)(F)F)(F)F)(F)F)(F)F)(F)F)(F)F)=O (sulfinylperfluorooctaneamide). Reaction SMILES: [S:1](Cl)(Cl)=[O:2].C[Si](C)(C)[N:7]([Si](C)(C)C)[C:8](=[O:31])[C:9]([F:30])([F:29])[C:10]([F:28])([F:27])[C:11]([F:26])([F:25])[C:12]([F:24])([F:23])[C:13]([F:22])([F:21])[C:14]([F:20])([F:19])[C:15]([F:18])([F:17])[F:16]>>[S:1](=[N:7][C:8](=[O:31])[C:9]([F:29])([F:30])[C:10]([F:27])([F:28])[C:11]([F:25])([F:26])[C:12]([F:23])([F:24])[C:13]([F:21])([F:22])[C:14]([F:20])([F:19])[C:15]([F:18])([F:17])[F:16])=[O:2]. Procedure: Next, thionyl chloride (SOCl2) 2.4 g was added gradually to N,N-bis(trimethylsilyl)perfluorooctaneamide 12 g in the dry nitrogen atmosphere, which was allowed to react for two hours while being stirred. Then this was distilled and thereby sulfinylperfluorooctaneamide was obtained. Reactants: Cl (HCl), C(C1=CC=CC=C1)ON1C(C=CC=C1)=O (benzyloxypyridin-2(1H)-one), CO (CH3OH), BrC1=CC=C2C3=C(N(C2=C1)C)CC1CCCN1C3 (8-bromo-10-methyl-2,3,5,10,11,11a-hexahydro-1H-indolizino[7,6-b]indole), BrC1=CC=C2C3=C(N(C2=C1)C)C1CCCN1CC3 (9-bromo-11-methyl-2,3,5,6,11,11b-hexahydro-1H-indolizino[8,7-b]indole). Solvent: CCOCC (Et2O). Yields the product Cl.CN1C2=C(C3=CC=C(C=C13)N1C(C=C(C=C1)OCC=1C=NC(=CC1)C)=O)CN1CCCC1C2 (1-(10-Methyl-2,3,5,10,11,11a-hexahydro-1H-indolizino[7,6-b]indol-8-yl)-4-((6-methylpyridin-3-yl)methoxy)pyridin-2(1H)-one Hydrochloride). The yield is 64.0%. RXN SMILES: C(O[N:9]1[CH:14]=[CH:13][CH:12]=[CH:11][C:10]1=[O:15])C1C=CC=CC=1.Br[C:17]1[CH:25]=[C:24]2[C:20]([C:21]3[CH2:33][N:32]4[CH:28]([CH2:29][CH2:30][CH2:31]4)[CH2:27][C:22]=3[N:23]2[CH3:26])=[CH:19][CH:18]=1.BrC1C=C2C([C:39]3[CH2:51][CH2:50][N:49]4[CH:45]([CH2:46]CC4)[C:40]=3N2C)=CC=1.[ClH:52].[CH3:53][OH:54]>CCOCC>[ClH:52].[CH3:26][N:23]1[C:24]2[C:20](=[CH:19][CH:18]=[C:17]([N:9]3[CH:14]=[CH:13][C:12]([O:54][CH2:53][C:51]4[CH:50]=[N:49][C:45]([CH3:46])=[CH:40][CH:39]=4)=[CH:11][C:10]3=[O:15])[CH:25]=2)[C:21]2[CH2:33][N:32]3[CH:28]([CH2:27][C:22]1=2)[CH2:29][CH2:30][CH2:31]3 |f:6.7|. Procedure details: According to the procedure of Example 2 (step b), except substituting 4-((6-methylpyridin-3-yl)methoxy)pyridin-2(1H)-one for 4-(benzyloxypyridin-2(1H)-one and substituting 8-bromo-10-methyl-2,3,5,10,11,11a-hexahydro-1H-indolizino[7,6-b]indole for 9-bromo-11-methyl-2,3,5,6,11,11b-hexahydro-1H-indolizino[8,7-b]indole, a white solid was obtained in 31% (81 mg). The yellow solid was dissolved in CH3OH (1 mL) and was treated with 2 N HCl in Et2O (1 mL). The resulting solid was isolated by filtration ...